Dataset: the Open Reaction Database (ORD), a public repository of structured organic reaction records. Task: describe an organic reaction: reactants, conditions, products, and yield Reactants: FC=1C=C(CN)C=CC1N1CCCCC1 (3-fluoro-4-(1-piperidinyl)benzylamine), N(=C=O)C1=C2C=C(N=CC2=CC=C1)C (5-isocyanato-3-methylisoquinoline), N(=C=O)C1=C2C=CN=CC2=CC=C1 (5-isocyanatoisoquinoline). The product is FC=1C=C(CNC(=O)NC2=C3C=C(N=CC3=CC=C2)C)C=CC1N1CCCCC1 (N-[3-fluoro-4-(1-piperidinyl)benzyl]-N′-(3-methyl-5-isoquinolinyl)urea). RXN SMILES: [F:1][C:2]1[CH:3]=[C:4]([CH:7]=[CH:8][C:9]=1[N:10]1[CH2:15][CH2:14][CH2:13][CH2:12][CH2:11]1)[CH2:5][NH2:6].[N:16]([C:19]1[CH:28]=[CH:27][CH:26]=[C:25]2[C:20]=1[CH:21]=[C:22]([CH3:29])[N:23]=[CH:24]2)=[C:17]=[O:18].N(C1C=CC=C2C=1C=CN=C2)=C=O>>[F:1][C:2]1[CH:3]=[C:4]([CH:7]=[CH:8][C:9]=1[N:10]1[CH2:15][CH2:14][CH2:13][CH2:12][CH2:11]1)[CH2:5][NH:6][C:17]([NH:16][C:19]1[CH:28]=[CH:27][CH:26]=[C:25]2[C:20]=1[CH:21]=[C:22]([CH3:29])[N:23]=[CH:24]2)=[O:18]. Procedure: The title compound was prepared using the procedure described in Example 61B using 3-fluoro-4-(1-piperidinyl)benzylamine and the product from Example 154A instead of 4-cyanobenzyl alcohol and the product from Example 61A. 1H NMR (300 MHz, DMSO-d6) δ 9.73 (s, 1H), 9.47 (s, 1H), 8.62 (s, 1H), 8.58 (d, 1H, J=8.4 Hz), 8.04 (d, 1H, J=8.4 Hz), 7.83 (t, 1H, J=8.4 Hz), 7.57 (t, 1H), 7.10 (m, 3H), 4.32 (d, 2H, J=6 Hz), 2.98 (m, 4H), 2.79 (s, 3H), 1.67 (m, 4H), 1.53 (m, 2H); MS (ESI) 393 (M+H)+; Anal. Cal...